This data is from the Open Reaction Database (ORD), a public repository of structured organic reaction records. The task is: describe an organic reaction: reactants, conditions, products, and yield Starting materials: C(C)(C)OC1(CC1)C1=C(C=C(C=C1)C#CC1=CC=C(C=C1)CC(=O)OC)CC (methyl {4-[4-(1-isopropoxycyclopropyl)-3-ethyl-phenylethynyl]-phenyl}-acetate), C(C)(C)OC1(CC1)C1=C(C=C(C=C1)C#CC1=CC=C(C=C1)CC(=O)OC)CC (methyl {4-[4-(1-isopropoxycyclopropyl)-3-ethyl-phenylethynyl]-phenyl}-acetate), [OH-].[Na+] (NaOH), aqueous solution, C(C)O (ethanol), O.CC#N (H2O CH3CN). The solvent is O1CCCC1 (tetrahydrofuran). Conditions: time 8 hour. Yields the product C(C)(C)OC1(CC1)C1=C(C=C(C=C1)C#CC1=CC=C(C(=O)O)C=C1)CC (4-[4-(1-Isopropoxycyclopropyl)-3-ethyl-phenylethynyl]-benzoic Acid). Yield: 57.0%. As a reaction SMILES: [CH:1]([O:4][C:5]1([C:8]2[CH:13]=[CH:12][C:11]([C:14]#[C:15][C:16]3[CH:21]=[CH:20][C:19](CC(OC)=O)=[CH:18][CH:17]=3)=[CH:10][C:9]=2[CH2:27][CH3:28])[CH2:7][CH2:6]1)([CH3:3])[CH3:2].[OH-:29].[Na+].O.CC#N.[CH2:35]([OH:37])C>O1CCCC1>[CH:1]([O:4][C:5]1([C:8]2[CH:13]=[CH:12][C:11]([C:14]#[C:15][C:16]3[CH:17]=[CH:18][C:19]([C:35]([OH:37])=[O:29])=[CH:20][CH:21]=3)=[CH:10][C:9]=2[CH2:27][CH3:28])[CH2:7][CH2:6]1)([CH3:2])[CH3:3] |f:1.2,3.4|. Procedure details: Using General Procedure I; a solution of methyl {4-[4-(1-isopropoxycyclopropyl)-3-ethyl-phenylethynyl]-phenyl}-acetate (Compound 96, 156.0 mg, 0.41 mmol) in ethanol (3 mL) and tetrahydrofuran (3 mL) was treated with NaOH (120.0 mg, 3.0 mmols, 3.0 mL of a 1N aqueous solution) and stirred overnight at room temperature. Work-up and isolation by HPLC (partisil 10-pac, 10% H2O/CH3CN) afforded 85.0 mg (57%) of the title compound.